Dataset: the Open Reaction Database (ORD), a public repository of structured organic reaction records. Task: describe an organic reaction: reactants, conditions, products, and yield The reactants are CC(C)OB(OC(C)C)OC(C)C, CN1CCN(S(=O)(=O)c2ccc(Br)cc2)CC1, [Li]CCCC, Cl, COC(=O)c1nc(Br)cnc1N, [Na+], [Na+], O=C([O-])[O-], C1CCOC1. Product: COC(=O)c1nc(-c2ccc(S(=O)(=O)N3CCN(C)CC3)cc2)cnc1N. As a reaction SMILES: [B:1]([O:2][CH:3]([CH3:4])[CH3:5])([O:6][CH:7]([CH3:8])[CH3:9])[O:10][CH:11]([CH3:12])[CH3:13].[Br:14][c:15]1[cH:16][cH:17][c:18]([S:21](=[O:22])(=[O:23])[N:24]2[CH2:25][CH2:26][N:27]([CH3:30])[CH2:28][CH2:29]2)[cH:19][cH:20]1.[CH2:31]([Li:32])[CH2:33][CH2:34][CH3:35].[ClH:36].[NH2:43][c:44]1[c:45]([C:51](=[O:52])[O:53][CH3:54])[n:46][c:47]([Br:50])[cH:48][n:49]1.[Na+:37].[Na+:38].[O-:39][C:40](=[O:41])[O-:42].[O:55]1[CH2:56][CH2:57][CH2:58][CH2:59]1>>[c:15]1(-[c:47]2[n:46][c:45]([C:51](=[O:52])[O:53][CH3:54])[c:44]([NH2:43])[n:49][cH:48]2)[cH:16][cH:17][c:18]([S:21](=[O:22])(=[O:23])[N:24]2[CH2:25][CH2:26][N:27]([CH3:30])[CH2:28][CH2:29]2)[cH:19][cH:20]1. Reactants: CN(C1=NC2=C(N1)C=CC=C2)C2CN(CC2)C (N-methyl-N-(1-methyl-3-pyrrolidinyl)-1H-benzimidazol-2-amine), C(C)(C)N(CC)C(C)C (diisopropyl ethylamine), [OH-].[Na+] (NaOH), C(=O)(Cl)Cl (phosgene), C1(=CC=CC=C1)C (toluene). Solvent: C(Cl)Cl (CH2Cl2), C(Cl)Cl (CH2Cl2), O (H2O), C(Cl)Cl (CH2Cl2). Conditions: time 1 hour. Product: ClCCC1CN(C(N2C(=NC3=C2C=CC=C3)N1C)=O)C (2-(2-Chloroethyl)-3,4-dihydro-1,4-dimethyl-1H-[1,3,5]triazepino[3,2-a]benzimidazol-5(2H)-one). Reaction SMILES: [C:1]([Cl:4])(Cl)=O.C1(C)C=CC=CC=1.[CH3:12][N:13]([CH:23]1[CH2:27][CH2:26][N:25]([CH3:28])[CH2:24]1)[C:14]1[NH:18][C:17]2[CH:19]=[CH:20][CH:21]=[CH:22][C:16]=2[N:15]=1.C(N(C(C)C)CC)(C)C.[OH-:38].[Na+]>C(Cl)Cl.O>[Cl:4][CH2:1][CH2:27][CH:23]1[N:13]([CH3:12])[C:14]2=[N:18][C:17]3[CH:19]=[CH:20][CH:21]=[CH:22][C:16]=3[N:15]2[C:26](=[O:38])[N:25]([CH3:28])[CH2:24]1 |f:4.5|. Procedure details: To a solution of 35 g of 20% phosgene in toluene (0.071 mol) in 400 mL of CH2Cl2 cooled to ~0° C. in an ice bath was added a solution of 15 g (0.065 mol) of N-methyl-N-(1-methyl-3-pyrrolidinyl)-1H-benzimidazol-2-amine in 40 mL of CH2Cl2 dropwise over a period of 1 hr. The ice bath was removed and the reaction mixture allowed to stir at room temperature for 1 hr. The mixture was then cooled to ~0° C. again and a solution of 7.21 g (0.071 mol) of diisopropyl ethylamine in 30 mL of CH2Cl2 was added... Reactants: ClCC1=NC2=CC(=C(C=C2C(=C1C(=O)OCC)C1=CC(=C(C=C1)OC)OC)OC)OC (ethyl 2-chloromethyl-4-(3,4-dimethoxyphenyl)-6,7-dimethoxyquinoline-3-carboxylate), CNC1CCCCC1 (N-methyl-N-cyclohexylamine), C(C)O (ethanol). Solvent: O (water). The product is C1(CCCCC1)N(C)CC1=NC2=CC(=C(C=C2C(=C1C(=O)OCC)C1=CC(=C(C=C1)OC)OC)OC)OC (ethyl 2-(N-cyclohexyl-N-methylaminomethyl)-4-(3,4-dimethoxyphenyl)-6,7-dimethoxyquinoline-3-carboxylate). The yield is 79.6%. As a reaction SMILES: Cl[CH2:2][C:3]1[C:12]([C:13]([O:15][CH2:16][CH3:17])=[O:14])=[C:11]([C:18]2[CH:23]=[CH:22][C:21]([O:24][CH3:25])=[C:20]([O:26][CH3:27])[CH:19]=2)[C:10]2[C:5](=[CH:6][C:7]([O:30][CH3:31])=[C:8]([O:28][CH3:29])[CH:9]=2)[N:4]=1.[CH3:32][NH:33][CH:34]1[CH2:39][CH2:38][CH2:37][CH2:36][CH2:35]1.C(O)C>O>[CH:34]1([N:33]([CH2:2][C:3]2[C:12]([C:13]([O:15][CH2:16][CH3:17])=[O:14])=[C:11]([C:18]3[CH:23]=[CH:22][C:21]([O:24][CH3:25])=[C:20]([O:26][CH3:27])[CH:19]=3)[C:10]3[C:5](=[CH:6][C:7]([O:30][CH3:31])=[C:8]([O:28][CH3:29])[CH:9]=3)[N:4]=2)[CH3:32])[CH2:39][CH2:38][CH2:37][CH2:36][CH2:35]1. Procedure details: A mixture of ethyl 2-chloromethyl-4-(3,4-dimethoxyphenyl)-6,7-dimethoxyquinoline-3-carboxylate (3.0 g), N-methyl-N-cyclohexylamine (2.28 g) and ethanol (45 ml) was stirred under reflux for 6 hours. The reaction mixture was poured into water and extracted with dichloromethane. The dichloromethane layer was washed with water and dried over magnesium sulfate, and the solvent was evaporated. The residue was subjected to column chromatography on silica gel. The fractions eluted with chloroform gave e... The reactants are I(=O)(=O)(=O)[O-].[Na+] (sodium metaperiodate), C1(=CC=CC=C1)SC(CNC=O)C1=C(C=CC2=CC=CC=C12)OC (1-(1-phenylthio-2-formylaminoethyl)-2-methoxy-naphthalene). Run in O (water), CO (methanol). Run at time 24 hour. Product: C1(=CC=CC=C1)S(=O)C(CNC=O)C1=C(C=CC2=CC=CC=C12)OC (1-(1-phenylsulfinyl-2-formylaminoethyl)-2-methoxy-naphthalene). The yield is 100.0%. Reaction SMILES: I([O-])(=O)(=O)=[O:2].[Na+].[C:7]1([S:13][CH:14]([C:19]2[C:28]3[C:23](=[CH:24][CH:25]=[CH:26][CH:27]=3)[CH:22]=[CH:21][C:20]=2[O:29][CH3:30])[CH2:15][NH:16][CH:17]=[O:18])[CH:12]=[CH:11][CH:10]=[CH:9][CH:8]=1>O.CO>[C:7]1([S:13]([CH:14]([C:19]2[C:28]3[C:23](=[CH:24][CH:25]=[CH:26][CH:27]=3)[CH:22]=[CH:21][C:20]=2[O:29][CH3:30])[CH2:15][NH:16][CH:17]=[O:18])=[O:2])[CH:12]=[CH:11][CH:10]=[CH:9][CH:8]=1 |f:0.1|. Procedure details: A concentrated solution of sodium metaperiodate (2139 mg. 10 mmol) in water is added dropwise at 0° C. under cooling to a solution of 1-(1-phenylthio-2-formylaminoethyl)-2-methoxy-naphthalene (3374 mg, 10 mmol) in methanol (100 ml). The reaction is then stirred at room temperature for 24 h. The solids are filtered off and washed several times with ethyl acetate (1000 ml). The filtrate and washings are combined and then evaporated under vacuum to yield crude title compound in about 100% yield (35... Starting materials: C1(CCCCC1)N=C=NC1CCCCC1 (dicyclohexylcarbodiimide), C1(CCCC1)C(=O)O (cyclopentanecarboxylic acid), C(C)N1CCOCC1 (N-ethyl morpholine), C=1(C(=CC=CC1)S(=O)(=O)O)C.C(C)(C)(C)OC([C@@H](N)CC1=CC=C(C=C1)Cl)=O (4-chloro-phenylalanine t-butyl ester toluenesulfonate salt). The solvent is ClCCl (dichloromethane), ClCCl (dichloromethane), CN(C=O)C (dimethylformamide). Reaction conditions: temperature 0 celsius. The product is C1(CCCC1)C(=O)N[C@@H](CC1=CC=C(C=C1)Cl)C(=O)O (Nα -cyclopentanecarbonyl-4-chloro-phenylalanine). RXN SMILES: C1(N=C=NC2CCCCC2)CCCCC1.[CH:16]1([C:21]([OH:23])=O)[CH2:20][CH2:19][CH2:18][CH2:17]1.C1(C)C(S(O)(=O)=O)=CC=CC=1.C([O:39][C:40](=[O:51])[C@H:41]([CH2:43][C:44]1[CH:49]=[CH:48][C:47]([Cl:50])=[CH:46][CH:45]=1)[NH2:42])(C)(C)C.C(N1CCOCC1)C>ClCCl.CN(C)C=O>[CH:16]1([C:21]([NH:42][C@H:41]([C:40]([OH:51])=[O:39])[CH2:43][C:44]2[CH:45]=[CH:46][C:47]([Cl:50])=[CH:48][CH:49]=2)=[O:23])[CH2:17][CH2:18][CH2:19][CH2:20]1 |f:2.3|. Procedure details: A cool solution of 15 mmoles of dicyclohexylcarbodiimide in dichloromethane is added to a solution of 15 mmoles of cyclopentanecarboxylic acid in dichloromethane at -5° C. 15 mmoles of 4-chloro-phenylalanine t-butyl ester toluenesulfonate salt in dimethylformamide (DMF), which is neutralized with N-ethyl morpholine, is then added. The reaction mixture is stirred at 0° C. initially and then at room temperature until the reaction is completed as judged by TLC. Dicyclohexylurea is removed by filtra... The reactants are C#Cc1nc(-c2cccc(C(F)(F)F)c2)n(C)c1C(=O)N1CCC(N2CCCC2)CC1, O=[Pt]. Yields the product CCc1nc(-c2cccc(C(F)(F)F)c2)n(C)c1C(=O)N1CCC(N2CCCC2)CC1. Reaction SMILES: [C:1](#[CH:2])[c:3]1[c:4]([C:19](=[O:20])[N:21]2[CH2:22][CH2:23][CH:24]([N:27]3[CH2:28][CH2:29][CH2:30][CH2:31]3)[CH2:25][CH2:26]2)[n:5]([CH3:18])[c:6](-[c:8]2[cH:9][c:10]([C:14]([F:15])([F:16])[F:17])[cH:11][cH:12][cH:13]2)[n:7]1.[Pt:32]=[O:33]>>[CH2:1]([CH3:2])[c:3]1[c:4]([C:19](=[O:20])[N:21]2[CH2:22][CH2:23][CH:24]([N:27]3[CH2:28][CH2:29][CH2:30][CH2:31]3)[CH2:25][CH2:26]2)[n:5]([CH3:18])[c:6](-[c:8]2[cH:9][c:10]([C:14]([F:15])([F:16])[F:17])[cH:11][cH:12][cH:13]2)[n:7]1.